From a dataset of the Open Reaction Database (ORD), a public repository of structured organic reaction records. describe an organic reaction: reactants, conditions, products, and yield Reactants: [BH4-], O=Cc1ccc(Br)cc1, C1CCOC1, CCO, NCC(=O)O, [Na+], [Na+], [OH-], O. Yields the product O=C(O)CNCc1ccc(Br)cc1. Reaction SMILES: [BH4-:17].[Br:8][c:9]1[cH:10][cH:11][c:12]([CH:13]=[O:14])[cH:15][cH:16]1.[CH2:19]1[O:20][CH2:21][CH2:22][CH2:23]1.[CH3:24][CH2:25][OH:26].[NH2:1][CH2:2][C:3]([OH:4])=[O:5].[Na+:18].[Na+:7].[OH-:6].[OH2:27]>>[NH:1]([CH2:2][C:3]([OH:4])=[O:5])[CH2:13][c:12]1[cH:11][cH:10][c:9]([Br:8])[cH:16][cH:15]1. The reactants are CC1(N(CCN(C1)CC1=NN=NN1C1=CC(=CC=C1)C(F)(F)F)C(=O)OC(C)(C)C)C (1,1-dimethylethyl 2,2-dimethyl-4-({1-[3-(trifluoromethyl)phenyl]-1H-tetrazol-5-yl}methyl)-1-piperazinecarboxylate), CC1(N(CCN(C1)CC1=NN=NN1C1=CC(=CC=C1)C(F)(F)F)C(=O)OC(C)(C)C)C (1,1-dimethylethyl 2,2-dimethyl-4-({1-[3-(trifluoromethyl)phenyl]-1H-tetrazol-5-yl}methyl)-1-piperazinecarboxylate), Cl (hydrogen chloride), O1CCOCC1 (1,4-Dioxane). Run in CO (methanol). Conditions: time 1 hour. Product: CC1(CN(CCN1)CC1=NN=NN1C1=CC(=CC=C1)C(F)(F)F)C (3,3-Dimethyl-1-({1-[3-(trifluoromethyl)phenyl]-1H-tetrazol-5-yl}methyl)piperazine). RXN SMILES: [CH3:1][C:2]1([CH3:31])[CH2:7][N:6]([CH2:8][C:9]2[N:13]([C:14]3[CH:19]=[CH:18][CH:17]=[C:16]([C:20]([F:23])([F:22])[F:21])[CH:15]=3)[N:12]=[N:11][N:10]=2)[CH2:5][CH2:4][N:3]1C(OC(C)(C)C)=O.Cl.O1CCOCC1>CO>[CH3:1][C:2]1([CH3:31])[NH:3][CH2:4][CH2:5][N:6]([CH2:8][C:9]2[N:13]([C:14]3[CH:19]=[CH:18][CH:17]=[C:16]([C:20]([F:23])([F:21])[F:22])[CH:15]=3)[N:12]=[N:11][N:10]=2)[CH2:7]1. Procedure details: To a solution of 1,1-dimethylethyl 2,2-dimethyl-4-({1-[3-(trifluoromethyl)phenyl]-1H-tetrazol-5-yl}methyl)-1-piperazinecarboxylate (567 mg, 1.287 mmol, Intermediate 11) in methanol was added 4M hydrogen chloride in 1,4-Dioxane (7 ml, 28.0 mmol). The reaction mixture was stirred at room temperature for 1 hour. Starting materials: intermediate 1, COC(C1=C(C=C(C=C1Cl)Cl)N)=O (2-amino-4,6-dichloro-benzoic acid methyl ester), C(C)(=O)OCC (ethyl acetate), [N+](=O)([O-])C1=CC=C(C=C1)C(C(=O)O)C (2-(4-nitro-phenyl)-propionic acid), O=S(Cl)Cl (SOCl2). Solvent: C(C)OCC (ethyl ether). Yields the product COC(C1=C(C=C(C=C1Cl)Cl)NC(C(C)C1=CC=C(C=C1)[N+](=O)[O-])=O)=O (4,6-dichloro-2-[2-(4-nitro-phenyl)-propionylamino]-benzoic acid methyl ester). Isolated yield 99.1%. Reaction SMILES: [N+:1]([C:4]1[CH:9]=[CH:8][C:7]([CH:10]([CH3:14])[C:11]([OH:13])=O)=[CH:6][CH:5]=1)([O-:3])=[O:2].O=S(Cl)Cl.[CH3:19][O:20][C:21](=[O:31])[C:22]1[C:27]([Cl:28])=[CH:26][C:25]([Cl:29])=[CH:24][C:23]=1[NH2:30].C(OCC)(=O)C>C(OCC)C>[CH3:19][O:20][C:21](=[O:31])[C:22]1[C:27]([Cl:28])=[CH:26][C:25]([Cl:29])=[CH:24][C:23]=1[NH:30][C:11](=[O:13])[CH:10]([C:7]1[CH:6]=[CH:5][C:4]([N+:1]([O-:3])=[O:2])=[CH:9][CH:8]=1)[CH3:14]. Procedure details: The objective compound was prepared by the same procedure for the intermediate 1, using a 2-(4-nitro-phenyl)-propionic acid (1.40 g, 7.17 mmol), SOCl2 (5.1 mL, 71.7 mmol), and 2-amino-4,6-dichloro-benzoic acid methyl ester (1.6 g, 5.74 mmol). After normal workup, the pure objective compound (2.26 g, 99%) was obtained as pale yellow solid by recrystallization (ethyl acetate:ethyl ether=1:5): 1H NMR (200 MHz, CDCl3) δ 1.63 (d, J=7.1 Hz, 3H, CH3), 3.85-3.86 (m, 4H, CO2CH3 & CH), 7.18 (d, J=2.0 Hz, ... The reactants are CNS(=O)(=O)C=1C=C2CC(NC2=CC1)=O (2-oxo-2,3-dihydro-1H-indole-5-sulfonic acid methylamide), COC1=C2C=C(NC2=CC=C1)C=O (4-methoxy-1H-indole-2-carbaldehyde), N1CCCCC1 (piperidine). Solvent: C(C)O (ethanol). Run at time 5 day. Product: CNS(=O)(=O)C=1C=C2C(C(NC2=CC1)=O)=CC=1NC2=CC=CC(=C2C1)OC (3-(4-Methoxy-1H-indol-2-ylmethylene)-2-oxo-2,3-dihydro-1H-indole-5-sulfonic acid methylamide). RXN SMILES: [CH3:1][NH:2][S:3]([C:6]1[CH:7]=[C:8]2[C:12](=[CH:13][CH:14]=1)[NH:11][C:10](=[O:15])[CH2:9]2)(=[O:5])=[O:4].[CH3:16][O:17][C:18]1[CH:26]=[CH:25][CH:24]=[C:23]2[C:19]=1[CH:20]=[C:21]([CH:27]=O)[NH:22]2.N1CCCCC1>C(O)C>[CH3:1][NH:2][S:3]([C:6]1[CH:7]=[C:8]2[C:12](=[CH:13][CH:14]=1)[NH:11][C:10](=[O:15])[C:9]2=[CH:27][C:21]1[NH:22][C:23]2[C:19]([CH:20]=1)=[C:18]([O:17][CH3:16])[CH:26]=[CH:25][CH:24]=2)(=[O:5])=[O:4]. Procedure: A mixture of 2-oxo-2,3-dihydro-1H-indole-5-sulfonic acid methylamide (194 mg, 0.86 mmol), 4-methoxy-1H-indole-2-carbaldehyde (150 mg, 0.86 mmol) and piperidine (36 mg, 0.43 mmol) in ethanol (0.2M) was stirred at room temperature for a total of 5 days. The reaction was concentrated to ¼ of its volume and the precipitate was collected by vacuum filtration to give the title compound as a pale orangish-red solid. Reactants: COC1=NC=CC=C1CN1CCC(CC1)C=O (1-[(2-methoxy-3-pyridyl)methyl]-4-piperidinecarboxaldehyde), [H][H] (hydrogen), [Cl-].CS(=O)(=O)C1=C(C[P+](C2=CC=CC=C2)(C2=CC=CC=C2)C2=CC=CC=C2)C=CC=C1 ((2-methylsulfonylbenzyl)triphenylphosphonium chloride), CC(C)([O-])C.[K+] (potassium tert-butoxide). Reagents/catalysts: [C].[Pd] (palladium-carbon). Run in CN(C=O)C (N,N-dimethylformamide), O (Water), C(C)O (ethanol). Run at time 3 hour. Product: COC1=NC=CC=C1CN1CCC(CC1)CCC1=C(C=CC=C1)S(=O)(=O)C (1-[(2-Methoxy-3-pyridyl)methyl]-4-[2-(methylsulfonyl)phenethyl]piperidine). The yield is 62.6%. Reaction SMILES: [CH3:1][O:2][C:3]1[C:8]([CH2:9][N:10]2[CH2:15][CH2:14][CH:13]([CH:16]=O)[CH2:12][CH2:11]2)=[CH:7][CH:6]=[CH:5][N:4]=1.[Cl-].[CH3:19][S:20]([C:23]1[CH:48]=[CH:47][CH:46]=[CH:45][C:24]=1[CH2:25][P+](C1C=CC=CC=1)(C1C=CC=CC=1)C1C=CC=CC=1)(=[O:22])=[O:21].CC(C)([O-])C.[K+].[H][H]>CN(C)C=O.C(O)C.[C].[Pd].O>[CH3:1][O:2][C:3]1[C:8]([CH2:9][N:10]2[CH2:15][CH2:14][CH:13]([CH2:16][CH2:25][C:24]3[CH:45]=[CH:46][CH:47]=[CH:48][C:23]=3[S:20]([CH3:19])(=[O:22])=[O:21])[CH2:12][CH2:11]2)=[CH:7][CH:6]=[CH:5][N:4]=1 |f:1.2,3.4,8.9|. Procedure details: 3.90 g of 1-[(2-methoxy-3-pyridyl)methyl]-4-piperidinecarboxaldehyde, 8.92 g of (2-methylsulfonylbenzyl)triphenylphosphonium chloride and 1.96 g of potassium tert-butoxide were suspended in 80 ml of N,N-dimethylformamide, and the mixture was stirred for 3 hours at room temperature. Water was added to the reaction solution, and the mixture was extracted with ethyl acetate. The organic layer was washed with brine, and then dried over anhydrous magnesium sulfate. The solvent was evaporated, and the... The yield is 15.0%. Product: OCC(C)(C)NS(=O)(=O)C=1SC(=CC1)C#CC=1C=NN2C1N=C(C=C2C(F)(F)F)C2=CC=C(C=C2)C(F)(F)F (5-[7-Trifluoromethyl-5-(4-trifluoromethyl-phenyl)-pyrazolo[1,5-a]pyrimidin-3-ylethynyl]-thiophene-2-sulfonic acid (2-hydroxy-1,1-dimethyl-ethyl)-amide), solid. Starting materials: C(#C)C=1C=NN2C1N=C(C=C2C(F)(F)F)C2=CC=C(C=C2)C(F)(F)F (3-ethynyl-7-trifluoromethyl-5-(4-trifluoromethyl-phenyl)-pyrazolo[1,5-a]pyrimidine), OCC(C)(C)NS(=O)(=O)C=1SC(=CC1)Cl (5-Chloro-thiophene-2-sulfonic acid (2-hydroxy-1,1-dimethyl-ethyl)-amide). As a reaction SMILES: [C:1]([C:3]1[CH:4]=[N:5][N:6]2[C:11]([C:12]([F:15])([F:14])[F:13])=[CH:10][C:9]([C:16]3[CH:21]=[CH:20][C:19]([C:22]([F:25])([F:24])[F:23])=[CH:18][CH:17]=3)=[N:8][C:7]=12)#[CH:2].[OH:26][CH2:27][C:28]([NH:31][S:32]([C:35]1[S:36][C:37](Cl)=[CH:38][CH:39]=1)(=[O:34])=[O:33])([CH3:30])[CH3:29]>>[OH:26][CH2:27][C:28]([NH:31][S:32]([C:35]1[S:36][C:37]([C:2]#[C:1][C:3]2[CH:4]=[N:5][N:6]3[C:11]([C:12]([F:14])([F:13])[F:15])=[CH:10][C:9]([C:16]4[CH:21]=[CH:20][C:19]([C:22]([F:25])([F:24])[F:23])=[CH:18][CH:17]=4)=[N:8][C:7]=23)=[CH:38][CH:39]=1)(=[O:34])=[O:33])([CH3:30])[CH3:29]. Procedure details: The title compound was prepared from 3-ethynyl-7-trifluoromethyl-5-(4-trifluoromethyl-phenyl)-pyrazolo[1,5-a]pyrimidine (example C.1) (178 mg, 0.5 mmol) and 5-chloro-thiophene-2-sulfonic acid (2-hydroxy-1,1-dimethyl-ethyl)-amide (example B.24) (135 mg, 1.0 mmol) according to general procedure II. Obtained as an orange solid (43 mg, 15%). MS (ISN) 587.3 [(M−H)−]; mp 272° C. The reactants are ice, S(O)(O)(=O)=O (sulfuric acid), C[C@H]([C@H](C1=CC=CC=C1)O)NC (d-ephedrine), COC(C(=O)O)C1=CC=CC=C1 ((+)-α-methoxy-α-phenylacetic acid), [Cl-].[Na+] (sodium chloride). Run in CO (MeOH), ClCCl (dichloromethane). Product: C[C@@H]([C@@H](C=1C=CC=CC1)O)NC (ephedrine), S(O)(O)(=O)=O (sulfuric acid). As a reaction SMILES: [CH3:1][C@@H:2]([NH:11][CH3:12])[C@@H:3]([OH:10])[C:4]1[CH:9]=[CH:8][CH:7]=[CH:6][CH:5]=1.COC(C1C=CC=CC=1)C(O)=O.[S:25](=[O:29])(=[O:28])([OH:27])[OH:26].[Cl-].[Na+]>ClCCl.CO>[CH3:1][C@H:2]([NH:11][CH3:12])[C@H:3]([OH:10])[C:4]1[CH:9]=[CH:8][CH:7]=[CH:6][CH:5]=1.[S:25](=[O:27])(=[O:26])([OH:29])[OH:28] |f:3.4|. Procedure details: Resolution of (+)-(S)-O-methylmandelic acid. Heat 40.0 g. (0.241 moles) of racemic (±)-α-methyl-α-phenylacetic acid [D. G. Neilson et al J. Chem. Soc., (1962), 1519] with 40.0 g (0.242 moles) of d-ephedrine (available from Aldrich) in 180 mL of 95% ethanol under reflux on a steam bath. Cool the resulting solution to room temperature slowly and leave undisturbed overnight (16 hrs ). Filter the resulting crystallized solid and wash same with 95% ethanol (20 mL) and ethyl ether to give 35 6 g. Recr...